From a dataset of the Open Reaction Database (ORD), a public repository of structured organic reaction records. describe an organic reaction: reactants, conditions, products, and yield Product: C(CCC)OCC(COCC(CCCC)CC)O (1-butoxy-3-(2-ethylhexyloxy)-2-propanol). Run at temperature 100 celsius. The reactants are C(C)C(CO)CCCC (2-ethylhexanol), C(CCC)OCC1CO1 (1-butoxy-2,3-epoxypropane), Cl(=O)(=O)(=O)O (perchloric acid). Procedure details: 260 g (2 mol) of 2-ethylhexanol and 130 g (1 mol) of 1-butoxy-2,3-epoxypropane were stirred together and 0.25 ml of 70% aqueous perchloric acid was added thereto. The mixture was heated for 4 h at 100° C. and then cooled. Next, 1 l of ether was added. The mixture was rinsed twice with water and dried over potassium carbonate. After filtration and concentration by evaporation the crude product was fractionated under reduced pressure. The excess 2-ethylhexanol was removed. Yield: 151 g of oil-form... Reaction SMILES: [CH2:1]([CH:3]([CH2:6][CH2:7][CH2:8][CH3:9])[CH2:4][OH:5])[CH3:2].[CH2:10]([O:14][CH2:15][CH:16]1[O:18][CH2:17]1)[CH2:11][CH2:12][CH3:13].Cl(O)(=O)(=O)=O>CCOCC>[CH2:10]([O:14][CH2:15][CH:16]([OH:18])[CH2:17][O:5][CH2:4][CH:3]([CH2:1][CH3:2])[CH2:6][CH2:7][CH2:8][CH3:9])[CH2:11][CH2:12][CH3:13]. Run in CCOCC (ether). Reactants: O=C([O-])O, CN1CCCC1=O, CCOC(=O)c1ccc(Cn2ccc3ncnc(Cl)c32)o1, Nc1ccc(OCc2cccc(F)c2)c(Cl)c1, [Na+]. Product: CCOC(=O)c1ccc(Cn2ccc3ncnc(Nc4ccc(OCc5cccc(F)c5)c(Cl)c4)c32)o1. Reaction SMILES: [C:46](=[O:47])([O-:48])[OH:49].[CH3:39][N:40]1[CH2:41][CH2:42][CH2:43][C:44]1=[O:45].[Cl:1][c:2]1[c:3]2[c:4]([n:5][cH:6][n:7]1)[cH:8][cH:9][n:10]2[CH2:11][c:12]1[cH:13][cH:14][c:15]([C:17](=[O:18])[O:19][CH2:20][CH3:21])[o:16]1.[Cl:22][c:23]1[cH:24][c:25]([NH2:26])[cH:27][cH:28][c:29]1[O:30][CH2:31][c:32]1[cH:33][c:34]([F:38])[cH:35][cH:36][cH:37]1.[Na+:50]>>[c:2]1([NH:26][c:25]2[cH:24][c:23]([Cl:22])[c:29]([O:30][CH2:31][c:32]3[cH:33][c:34]([F:38])[cH:35][cH:36][cH:37]3)[cH:28][cH:27]2)[c:3]2[c:4]([n:5][cH:6][n:7]1)[cH:8][cH:9][n:10]2[CH2:11][c:12]1[cH:13][cH:14][c:15]([C:17](=[O:18])[O:19][CH2:20][CH3:21])[o:16]1. The reactants are CNC(=O)C(NC(=O)n1nc(-c2cc(F)c(F)cc2F)c2c1CCN(C(=O)OC(C)(C)C)C2)C(C)(C)C, Cc1ccccc1, ClCCl, O=C(O)C(F)(F)F. Product: CNC(=O)C(NC(=O)n1nc(-c2cc(F)c(F)cc2F)c2c1CCN(C)C2)C(C)(C)C. Reaction SMILES: [CH3:1][C:2]([CH:3]([C:4](=[O:5])[NH:6][CH3:7])[NH:8][C:9](=[O:10])[n:11]1[n:12][c:13](-[c:27]2[c:28]([F:35])[cH:29][c:30]([F:34])[c:31]([F:33])[cH:32]2)[c:14]2[c:19]1[CH2:18][CH2:17][N:16]([C:20]([O:21][C:22]([CH3:23])([CH3:24])[CH3:25])=[O:26])[CH2:15]2)([CH3:36])[CH3:37].[CH3:48][c:49]1[cH:50][cH:51][cH:52][cH:53][cH:54]1.[Cl:45][CH2:46][Cl:47].[F:38][C:39]([F:40])([F:41])[C:42]([OH:43])=[O:44]>>[CH3:1][C:2]([CH:3]([C:4](=[O:5])[NH:6][CH3:7])[NH:8][C:9](=[O:10])[n:11]1[n:12][c:13](-[c:27]2[c:28]([F:35])[cH:29][c:30]([F:34])[c:31]([F:33])[cH:32]2)[c:14]2[c:19]1[CH2:18][CH2:17][N:16]([CH3:20])[CH2:15]2)([CH3:36])[CH3:37]. Reactants: [BH4-], CCO, C[Si](C)(C)CCOCn1nnc2c(C=O)cc(C(F)(F)F)cc21, [Na+]. The product is C[Si](C)(C)CCOCn1nnc2c(CO)cc(C(F)(F)F)cc21. Reaction SMILES: [BH4-:24].[CH3:26][CH2:27][OH:28].[F:1][C:2]([c:3]1[cH:4][c:5]([CH:20]=[O:21])[c:6]2[c:7]([n:8]([CH2:11][O:12][CH2:13][CH2:14][Si:15]([CH3:16])([CH3:17])[CH3:18])[n:9][n:10]2)[cH:19]1)([F:22])[F:23].[Na+:25]>>[F:1][C:2]([c:3]1[cH:4][c:5]([CH2:20][OH:21])[c:6]2[c:7]([n:8]([CH2:11][O:12][CH2:13][CH2:14][Si:15]([CH3:16])([CH3:17])[CH3:18])[n:9][n:10]2)[cH:19]1)([F:22])[F:23]. Starting materials: C=CC(O)CCCCCCCCCC, CCCCCC, O=C(OO)c1cccc(Cl)c1, c1ccccc1. Yields the product CCCCCCCCCCC(O)C1CO1. As a reaction SMILES: [CH2:1]=[CH:2][CH:3]([CH2:4][CH2:5][CH2:6][CH2:7][CH2:8][CH2:9][CH2:10][CH2:11][CH2:12][CH3:13])[OH:14].[CH3:32][CH2:33][CH2:34][CH2:35][CH2:36][CH3:37].[Cl:15][c:16]1[cH:17][cH:18][cH:19][c:20]([C:21]([O:22][OH:24])=[O:23])[cH:25]1.[cH:26]1[cH:27][cH:28][cH:29][cH:30][cH:31]1>>[CH2:1]1[CH:2]([CH:3]([CH2:4][CH2:5][CH2:6][CH2:7][CH2:8][CH2:9][CH2:10][CH2:11][CH2:12][CH3:13])[OH:14])[O:23]1. Reactants: [Mg] (magnesium), BrC1=CC=CC=C1 (bromobenzene), Grignard reagent, resultant mixture, C1(=CC=CC=C1)S(=O)C1=CC=CC=C1 (diphenylsulfoxide), F[B-](F)(F)F.[H+] (tetrafluoroboric acid). Solvent: C(C)OCC (ethyl ether), C1=CC=CC=C1 (benzene), C1=CC=CC=C1 (benzene). Conditions: temperature 0 celsius, time 8 hour. The product is F[B-](F)(F)F.C1(=CC=CC=C1)[S+](C1=CC=CC=C1)C1=CC=CC=C1 (triphenylsulfonium tetrafluoroborate). Reaction SMILES: [Mg].Br[C:3]1[CH:8]=[CH:7][CH:6]=[CH:5][CH:4]=1.[C:9]1([S:15]([C:17]2[CH:22]=[CH:21][CH:20]=[CH:19][CH:18]=2)=O)[CH:14]=[CH:13][CH:12]=[CH:11][CH:10]=1.[F:23][B-:24]([F:27])([F:26])[F:25].[H+]>C(OCC)C.C1C=CC=CC=1>[F:23][B-:24]([F:27])([F:26])[F:25].[C:3]1([S+:15]([C:17]2[CH:18]=[CH:19][CH:20]=[CH:21][CH:22]=2)[C:9]2[CH:14]=[CH:13][CH:12]=[CH:11][CH:10]=2)[CH:8]=[CH:7][CH:6]=[CH:5][CH:4]=1 |f:3.4,7.8|. Procedure details: To a suspension of magnesium turning (12 g) in ethyl ether (500 ml), bromobenzene (83.5 g, 0.54 mole) was added dropwise under reflux with stirring and continued to stir for 1 hour under reflux. to this Grignard reagent, benzene (500 ml) was added and concentrated until 500 ml. To this resultant mixture, a solution of diphenylsulfoxide (30 g, 0.15 mole) in benzene (200 ml) was added and reacted with stirring for 40 hours under reflux. After the reaction mixture was cooled to 0° C., 40% tetrafluo...